Task: describe an organic reaction: reactants, conditions, products, and yield. Dataset: the Open Reaction Database (ORD), a public repository of structured organic reaction records The reactants are NC1=CC=C(C=C1)C(=O)C(=O)C1=CC=C(C=C1)N (4,4′-diaminobenzil), S (H2S). The solvent is N1=CC=CC=C1 (pyridine). Product: NC1=CC=C(C=C1)C(=O)CC1=CC=C(C=C1)N (4,4′-diaminodeoxybenzoin). Reaction SMILES: [NH2:1][C:2]1[CH:7]=[CH:6][C:5]([C:8]([C:10]([C:12]2[CH:17]=[CH:16][C:15]([NH2:18])=[CH:14][CH:13]=2)=O)=[O:9])=[CH:4][CH:3]=1.S>N1C=CC=CC=1>[NH2:1][C:2]1[CH:7]=[CH:6][C:5]([C:8]([CH2:10][C:12]2[CH:13]=[CH:14][C:15]([NH2:18])=[CH:16][CH:17]=2)=[O:9])=[CH:4][CH:3]=1. Procedure: In a two-neck round bottom flask were taken t-Boc-protected 4,4′-diaminobenzil, 2 (17.5 g, 40 mmol) and 200 mL of pyridine. Hydrogen sulfide gas was bubbled through a septum and the outlet of the reaction vessel was connected to a trap containing aqueous sodium hydroxide solution (10%) to quench the unreacted H2S gas. As the reaction progressed, the solution changes from pale yellow to deep red in color and a separation of yellow solid (sulfur) was observed. As the Rf values of both starting mat... Reactants: N1=CC=CC=C1 (Pyridine), aqueous solution, CN (methylamine), NC=1C(=CC(=C(C1)N1C=C(C(C2=C(C(=C(C(=C12)C)F)F)O)=O)C(=O)O)F)F (1-(5-amino-2,4-difluorophenyl)-6,7-difluoro-5-hydroxy-8-methyl-4-oxo-1,4-dihydroquinoline-3-carboxylic acid). Reagents/catalysts: C(C)(=O)O (Acetic acid). Solvent: C(C)O (ethanol). Conditions: temperature 30 celsius, time 2 day. The product is NC=1C(=CC(=C(C1)N1C=C(C(C2=C(C(=C(C(=C12)C)NC)F)O)=O)C(=O)O)F)F (1-(5-Amino-2,4-difluorophenyl)-6-fluoro-5-hydroxy-8-methyl-7-methylamino-4-oxo-1,4-dihydroquinoline-3-carboxylic Acid). Isolated yield 32.1%. As a reaction SMILES: [N:1]1C=CC=C[CH:2]=1.CN.[NH2:9][C:10]1[C:11]([F:35])=[CH:12][C:13]([F:34])=[C:14]([N:16]2[C:25]3[C:20](=[C:21]([OH:29])[C:22]([F:28])=[C:23](F)[C:24]=3[CH3:26])[C:19](=[O:30])[C:18]([C:31]([OH:33])=[O:32])=[CH:17]2)[CH:15]=1>C(O)(=O)C.C(O)C>[NH2:9][C:10]1[C:11]([F:35])=[CH:12][C:13]([F:34])=[C:14]([N:16]2[C:25]3[C:20](=[C:21]([OH:29])[C:22]([F:28])=[C:23]([NH:1][CH3:2])[C:24]=3[CH3:26])[C:19](=[O:30])[C:18]([C:31]([OH:33])=[O:32])=[CH:17]2)[CH:15]=1. Reported procedure: Pyridine (300 mg) and a 40% aqueous solution (300 mg) of methylamine were added to 1-(5-amino-2,4-difluorophenyl)-6,7-difluoro-5-hydroxy-8-methyl-4-oxo-1,4-dihydroquinoline-3-carboxylic acid (100 mg), and the mixture was stirred at 30° C. for 2 days. Acetic acid (1 drop) and ethanol (1 ml) were added to the reaction mixture, and the solvent was distilled off. Methanol was added to the residue, and solids were collected by filtration to obtain the title compound (33 mg) as a brown powder. The reactants are COC(C=CC=1C=C2CCN(C2=CC1)C1CCCCC1)=O (3-(1-cyclohexyl-2,3-dihydro-1H-indol-5-yl)-acrylic acid methyl ester). The reagents and catalysts are [Pd] (palladium on carbon). Run in CO (methanol). Product: COC(CCC=1C=C2CCN(C2=CC1)C1CCCCC1)=O (3-(1-Cyclohexyl-2,3-dihydro-1H-indol-5-yl)-propionic acid methyl ester). Reaction SMILES: [CH3:1][O:2][C:3](=[O:21])[CH:4]=[CH:5][C:6]1[CH:7]=[C:8]2[C:12](=[CH:13][CH:14]=1)[N:11]([CH:15]1[CH2:20][CH2:19][CH2:18][CH2:17][CH2:16]1)[CH2:10][CH2:9]2>CO.[Pd]>[CH3:1][O:2][C:3](=[O:21])[CH2:4][CH2:5][C:6]1[CH:7]=[C:8]2[C:12](=[CH:13][CH:14]=1)[N:11]([CH:15]1[CH2:16][CH2:17][CH2:18][CH2:19][CH2:20]1)[CH2:10][CH2:9]2. Reported procedure: A solution of 3-(1-cyclohexyl-2,3-dihydro-1H-indol-5-yl)-acrylic acid methyl ester (1.60 g, 5.61 mmol) in methanol (30 mL) with 10% palladium on carbon (0.16 g) was hydrogenated at 55 psi and room temperature for 20 hours. The catalyst was removed by filtration, and the solvent was evaporated in vacuo. The crude product was purified by flash chromatography, using 7.5% ethyl acetate in hexane as the eluant, to give the product, 1.36 g (84%), an oil. MS: m/z 288 (MH+). 1H NMR (CDCl3): 1.04-1.21 (m... The reactants are [C@@H]12CNCC[C@H]2CN1C1=NC(=NC(=C1)C(F)(F)F)N(C)C ((1R,6S)-[4-(3,8-diaza-bicyclo[4.2.0]oct-8-yl)-6-trifluoromethyl-pyrimidin-2-yl]-dimethyl-amine), N=1N(N=CC1)C1=C(C(=O)O)C=CC=C1 (2-[1,2,3]triazol-2-yl-benzoic acid), S1C(=CC=C1)C1=C(C(=O)O)C=CC=C1 (2-thiophen-2-yl-benzoic acid), CC1=NC(=NC(=C1)C)N1C[C@@H]2CCNC[C@H]12 ((1R,6S)8-(4,6-dimethyl-pyrimidin-2-yl)-3,8-diaza-bicyclo[4.2.0]octane), N=1N(N=CC1)C1=C(C(=O)O)C=CC=C1 (2-[1,2,3]triazol-2-yl-benzoic acid). Conditions: time 30 minute. The product is CN(C1=NC(=CC(=N1)N1C[C@@H]2CCN(C[C@H]12)C(=O)C1=C(C=CC=C1)N1N=CC=N1)C(F)(F)F)C ((1R,6S)-[8-(2-Dimethylamino-6-trifluoromethyl-pyrimidin-4-yl)-3,8-diaza-bicyclo[4.2.0]oct-3-yl]-(2-[1,2,3]triazol-2-yl-phenyl)-methanone). RXN SMILES: [C@@H:1]12[N:8]([C:9]3[CH:14]=[C:13]([C:15]([F:18])([F:17])[F:16])[N:12]=[C:11]([N:19]([CH3:21])[CH3:20])[N:10]=3)[CH2:7][C@@H:6]1[CH2:5][CH2:4][NH:3][CH2:2]2.CC1C=C(C)N=C(N2[C@@H]3[C@@H](CCNC3)C2)N=1.[N:38]1[N:39]([C:43]2[CH:51]=[CH:50][CH:49]=[CH:48][C:44]=2[C:45](O)=[O:46])[N:40]=[CH:41][CH:42]=1.S1C=CC=C1C1C=CC=CC=1C(O)=O>>[CH3:20][N:19]([CH3:21])[C:11]1[N:10]=[C:9]([N:8]2[C@@H:1]3[C@@H:6]([CH2:5][CH2:4][N:3]([C:45]([C:44]4[CH:48]=[CH:49][CH:50]=[CH:51][C:43]=4[N:39]4[N:40]=[CH:41][CH:42]=[N:38]4)=[O:46])[CH2:2]3)[CH2:7]2)[CH:14]=[C:13]([C:15]([F:17])([F:18])[F:16])[N:12]=1. Procedure: The title compound was prepared in a manner analogous to Example 1, substituting (1R,6S)-[4-(3,8-diaza-bicyclo[4.2.0]oct-8-yl)-6-trifluoromethyl-pyrimidin-2-yl]-dimethyl-amine (Intermediate 11) for (1R,6S)8-(4,6-dimethyl-pyrimidin-2-yl)-3,8-diaza-bicyclo[4.2.0]octane and 2-[1,2,3]triazol-2-yl-benzoic acid (Intermediate 14) for 2-thiophen-2-yl-benzoic acid. Additionally, the reaction time was shortened to 30 minutes. MS (ESI) mass calcd. for O22H−23F3N8O, 472.47; m/z found 473 [M+H]+. 1H NMR (400... Starting materials: Cc1ccccc1, C[SiH](C)Cl, C1=CC2CCC1C2, [Pt]. Yields the product C[Si](C)(Cl)C1CC2CCC1C2. RXN SMILES: [CH3:12][c:13]1[cH:14][cH:15][cH:16][cH:17][cH:18]1.[CH3:8][SiH:9]([Cl:10])[CH3:11].[CH:1]12[CH:2]=[CH:3][CH:4]([CH2:5][CH2:6]1)[CH2:7]2.[Pt:19]>>[CH:1]12[CH:2]([Si:9]([CH3:8])([Cl:10])[CH3:11])[CH2:3][CH:4]([CH2:5][CH2:6]1)[CH2:7]2. Yields the product O=C1NCC=Cc2c1[nH]c(Br)c2Br. RXN SMILES: [Br:1][c:2]1[cH:3][c:4]([C:8](=[O:9])[NH:10][CH2:11][CH2:12][CH:13]=[O:14])[nH:5][c:6]1[Br:7].[CH3:15][S:16](=[O:17])(=[O:18])[OH:19]>>[Br:1][c:2]1[c:3]2[c:4]([nH:5][c:6]1[Br:7])[C:8](=[O:9])[NH:10][CH2:11][CH:12]=[CH:13]2. The reactants are O=CCCNC(=O)c1cc(Br)c(Br)[nH]1, CS(=O)(=O)O. Starting materials: CN, COc1ccc(COC(CBr)CBr)cc1, O. The product is COc1ccc(COC2CN(C)C2)cc1. As a reaction SMILES: [CH3:16][NH2:17].[CH3:1][O:2][c:3]1[cH:4][cH:5][c:6]([CH2:7][O:8][CH:9]([CH2:10][Br:13])[CH2:12][Br:11])[cH:14][cH:15]1.[OH2:18]>>[CH3:1][O:2][c:3]1[cH:4][cH:5][c:6]([CH2:7][O:8][CH:9]2[CH2:10][N:17]([CH3:16])[CH2:12]2)[cH:14][cH:15]1.